This data is from the Open Reaction Database (ORD), a public repository of structured organic reaction records. The task is: describe an organic reaction: reactants, conditions, products, and yield Reactants: CC(=O)OC1OC(C)C(OC(C)=O)C(OC(C)=O)C1OC(C)=O, CC(=O)O, CCOC(C)=O, CN(C)C=O, NN. The product is CC(=O)OC1C(C)OC(O)C(OC(C)=O)C1OC(C)=O. RXN SMILES: [C:1](=[O:2])([CH3:3])[O:4][CH:5]1[CH:6]([O:7][C:8]([CH3:9])=[O:10])[CH:11]([O:12][C:13]([CH3:14])=[O:15])[CH:16]([O:17][C:18]([CH3:19])=[O:20])[CH:21]([CH3:23])[O:22]1.[C:24]([OH:25])(=[O:26])[CH3:27].[CH3:30][CH2:31][O:32][C:33](=[O:34])[CH3:35].[CH3:36][N:37]([CH3:38])[CH:39]=[O:40].[NH2:28][NH2:29]>>[OH:4][CH:5]1[CH:6]([O:7][C:8]([CH3:9])=[O:10])[CH:11]([O:12][C:13]([CH3:14])=[O:15])[CH:16]([O:17][C:18]([CH3:19])=[O:20])[CH:21]([CH3:23])[O:22]1. The reactants are COP(OC1OC(OC1)(C)C)(OC)=O (phosphoric acid 2,2-dimethyl-[1,3]-dioxolan-4-yl ester dimethyl ester), solution, Cl (hydrogen chloride). Run in ClCCl (dichloromethane), CO (methanol), COC (dimethylether). Conditions: time 5 hour. Product: COP(OC(CO)O)(OC)=O (phosphoric acid 1,2-dihydroxy-ethyl ester dimethyl ester). Isolated yield 69.0%. As a reaction SMILES: [CH3:1][O:2][P:3](=[O:14])([O:12][CH3:13])[O:4][CH:5]1[CH2:9][O:8]C(C)(C)[O:6]1.Cl>ClCCl.CO.COC>[CH3:1][O:2][P:3](=[O:14])([O:12][CH3:13])[O:4][CH:5]([OH:6])[CH2:9][OH:8]. Procedure: To a solution of phosphoric acid 2,2-dimethyl-[1,3]-dioxolan-4-yl ester dimethyl ester (600 mg, 2.5 mmol) in 3.0 mL of dichloromethane and 0.5 mL of methanol was added 3.5 mL of 1 M solution of hydrogen chloride in dimethylether dropwise. The reaction mixture was stirred for 5 h at room temperature and concentrated. The residue was purified by silica gel chromatography eluting with CH2Cl2-Methanol (9:1) to yield 321 mg (69%) of phosphoric acid 1,2-dihydroxy-ethyl ester dimethyl ester as an oil. ...